This data is from the Open Reaction Database (ORD), a public repository of structured organic reaction records. The task is: describe an organic reaction: reactants, conditions, products, and yield Starting materials: N#Cc1cccc(S(=O)(=O)Cl)c1, CC(C)OC(C)C, NC1CCCCNC1=O, [Na+], C1CCOC1, [OH-]. Product: N#Cc1cccc(S(=O)(=O)NC2CCCCNC2=O)c1. RXN SMILES: [C:12](#[N:13])[c:14]1[cH:15][c:16]([S:20](=[O:21])(=[O:22])[Cl:23])[cH:17][cH:18][cH:19]1.[CH:24]([O:25][CH:26]([CH3:27])[CH3:28])([CH3:29])[CH3:30].[NH2:1][CH:2]1[C:3](=[O:9])[NH:4][CH2:5][CH2:6][CH2:7][CH2:8]1.[Na+:11].[O:31]1[CH2:32][CH2:33][CH2:34][CH2:35]1.[OH-:10]>>[NH:1]([CH:2]1[C:3](=[O:9])[NH:4][CH2:5][CH2:6][CH2:7][CH2:8]1)[S:20]([c:16]1[cH:15][c:14]([C:12]#[N:13])[cH:19][cH:18][cH:17]1)(=[O:21])=[O:22]. Reactants: BrCCCN1C=2C=CC(=CC2C=2C3=C(C(=CC12)C1=C(C=CC=C1OC)Cl)C(NC3=O)=O)O (6-(3-Bromopropyl)-4-(2-chloro-6-methoxyphenyl)-9-hydroxypyrrolo[3,4-c]carbazole-1,3(2H,6H)-dione), C[C@@H]1N[C@@H](CNC1)C (cis-2,6-dimethylpiperazine). Reaction conditions: time 20 hour. The product is ClC1=C(C(=CC=C1)OC)C1=CC=2N(C=3C=CC(=CC3C2C2=C1C(NC2=O)=O)O)CCCN2C[C@H](N[C@H](C2)C)C (4-(2-Chloro-6-methoxyphenyl)-6-{3-[cis-3,5-dimethylpiperazinyl]propyl}-9-hydroxypyrrolo[3,4-c]carbazole-1,3(2H,6H)-dione). The yield is 98.0%. RXN SMILES: Br[CH2:2][CH2:3][CH2:4][N:5]1[C:17]2[CH:16]=[C:15]([C:18]3[C:23]([O:24][CH3:25])=[CH:22][CH:21]=[CH:20][C:19]=3[Cl:26])[C:14]3[C:27](=[O:31])[NH:28][C:29](=[O:30])[C:13]=3[C:12]=2[C:11]2[CH:10]=[C:9]([OH:32])[CH:8]=[CH:7][C:6]1=2.[CH3:33][C@H:34]1[CH2:39][NH:38][CH2:37][C@@H:36]([CH3:40])[NH:35]1>>[Cl:26][C:19]1[CH:20]=[CH:21][CH:22]=[C:23]([O:24][CH3:25])[C:18]=1[C:15]1[C:14]2[C:27](=[O:31])[NH:28][C:29](=[O:30])[C:13]=2[C:12]2[C:11]3[CH:10]=[C:9]([OH:32])[CH:8]=[CH:7][C:6]=3[N:5]([CH2:4][CH2:3][CH2:2][N:38]3[CH2:37][C@H:36]([CH3:40])[NH:35][C@H:34]([CH3:33])[CH2:39]3)[C:17]=2[CH:16]=1. Procedure: Bromide (207) (60 mg, 0.12 mmol), prepared as described in example 176, was reacted with cis-2,6-dimethylpiperazine according to the procedure described in example 179 except that the reaction was performed at room temperature for 20 h, to give amine (218) (63 mg, 98%) as a yellow powder, mp 199–202° C. 1H NMR δ [(CD3)2SO] 10.99 (br s, 1H), 9.37 (br s, 1H), 8.36 (d, J=2.4 Hz, 1H), 7.75 (s, 1H), 7.57 (d, J=8.8 Hz, 1H), 7.43 (t, J=8.2 Hz, 1H), 7.15 (m, 3H), 4.45 (t, J=6.1 Hz, 2H), 3.67 (s, 3H), 2.... Starting materials: ClC1=C(C=CC(=C1)N(C)CC=1SC(=CC1)Cl)N (2-Chloro-N(4)-(5-chloro-thiophen-2-ylmethyl)-N(4)-methyl-benzene-1,4-diamine), ClC1=CC=C(C=C1)CC(=O)Cl (4-chlorophenylacetyl chloride), C([O-])(O)=O.[Na+] (sodium bicarbonate). Run in C(C)#N (acetonitrile). Reaction conditions: temperature 150 celsius. Product: ClC1=C(C=CC(=C1)N(C)CC=1SC(=CC1)Cl)NC(CC1=CC=C(C=C1)Cl)=O (N-{2-Chloro-4-[(5-chloro-thiophen-2-ylmethyl)-(methyl)amino]-phenyl}-2-(4-chlorophenyl)-acetamide). Isolated yield 16.5%. Reaction SMILES: [Cl:1][C:2]1[CH:7]=[C:6]([N:8]([CH2:10][C:11]2[S:12][C:13]([Cl:16])=[CH:14][CH:15]=2)[CH3:9])[CH:5]=[CH:4][C:3]=1[NH2:17].[Cl:18][C:19]1[CH:24]=[CH:23][C:22]([CH2:25][C:26](Cl)=[O:27])=[CH:21][CH:20]=1.C(=O)(O)[O-].[Na+]>C(#N)C>[Cl:1][C:2]1[CH:7]=[C:6]([N:8]([CH2:10][C:11]2[S:12][C:13]([Cl:16])=[CH:14][CH:15]=2)[CH3:9])[CH:5]=[CH:4][C:3]=1[NH:17][C:26](=[O:27])[CH2:25][C:22]1[CH:23]=[CH:24][C:19]([Cl:18])=[CH:20][CH:21]=1 |f:2.3|. Procedure: 2-Chloro-N(4)-(5-chloro-thiophen-2-ylmethyl)-N(4)-methyl-benzene-1,4-diamine (100 mg) was added to a solution of 4-chlorophenylacetyl chloride (69 mg) in dry acetonitrile (2 mL) in a rubber-capped glass vial. The reaction mixture was heated in a microwave device to 150° C. for 15 minutes. The reaction mixture was poured into saturated aqueous sodium bicarbonate (5 mL) and extracted with ethyl acetate (5 mL). The organic phase was washed with water (5 mL) and brine (5 mL), dried over sodium sulfa... Starting materials: ClC1=CC(=NC=2N1N=C(C2)C)C (7-chloro-2,5-dimethyl-pyrazolo[1,5-a]pyrimidine), C(CN)N (ethylene diamine), C([O-])(O)=O.[Na+] (sodium bicarbonate). Run in C(C)O (ethanol). Product: CC1=NN2C(N=C(C=C2NCCN)C)=C1 (N-(2,5-Dimethyl-pyrazolo[1,5-a]pyrimidin-7-yl)-ethane-1,2-diamine). Isolated yield 94.5%. RXN SMILES: Cl[C:2]1[N:7]2[N:8]=[C:9]([CH3:11])[CH:10]=[C:6]2[N:5]=[C:4]([CH3:12])[CH:3]=1.[CH2:13]([NH2:16])[CH2:14][NH2:15].C(=O)(O)[O-].[Na+]>C(O)C>[CH3:11][C:9]1[CH:10]=[C:6]2[N:5]=[C:4]([CH3:12])[CH:3]=[C:2]([NH:15][CH2:14][CH2:13][NH2:16])[N:7]2[N:8]=1 |f:2.3|. Procedure details: To a stirred solution of 7-chloro-2,5-dimethyl-pyrazolo[1,5-a]pyrimidine (3.0 g, 16.5 mmol) in ethanol (60 mL) was added ethylene diamine (4 mL, 60 mmol). After refluxing 18 hours the reaction was cooled, poured into saturated aqueous sodium bicarbonate, and then washed with ethyl acetate. The aqueous layer was then extracted with 3:7 isopropyl alcohol/chloroform, the combined extracts were dried (Na2SO4) and then concentrated under reduced pressure to give the title compound as an amorphous bro... Reactants: CN(C=O)C (dimethylformamide), C(C(=O)Cl)(=O)Cl (oxalyl chloride), cuprous iodide, C1=C(C=CC2=CC=CC=C12)S(=O)(=O)NN1COC(C1CCC(=O)O)=O (3-[3-(2-naphthalenesulfonylamino)oxazolidin-5-on-4-yl]propionic acid), N1=CC=CC=C1 (pyridine), [H-].C(C)(C)(C)O[Al](OC(C)(C)C)OC(C)(C)C.[Li+] (lithium tri-tert-butoxyaluminum hydride). Solvent: C(Cl)Cl (methylene chloride), C(Cl)Cl (methylene chloride), C1CCOC1 (THF), C1CCOC1 (THF). Run at temperature 0 celsius, time 30 minute. The product is C1=C(C=CC2=CC=CC=C12)S(=O)(=O)NN1COC(C1CCC=O)=O (3-[3-(2-naphthalenesulfonylamino)oxazolidin-5-on-4-yl]propanal). As a reaction SMILES: CN(C)C=O.C(Cl)(=O)C(Cl)=O.[CH:12]1[C:21]2[C:16](=[CH:17][CH:18]=[CH:19][CH:20]=2)[CH:15]=[CH:14][C:13]=1[S:22]([NH:25][N:26]1[CH:30]([CH2:31][CH2:32][C:33](O)=[O:34])[C:29](=[O:36])[O:28][CH2:27]1)(=[O:24])=[O:23].N1C=CC=CC=1.[H-].C(O[Al](OC(C)(C)C)OC(C)(C)C)(C)(C)C.[Li+]>C(Cl)Cl.C1COCC1>[CH:12]1[C:21]2[C:16](=[CH:17][CH:18]=[CH:19][CH:20]=2)[CH:15]=[CH:14][C:13]=1[S:22]([NH:25][N:26]1[CH:30]([CH2:31][CH2:32][CH:33]=[O:34])[C:29](=[O:36])[O:28][CH2:27]1)(=[O:23])=[O:24] |f:4.5.6|. Procedure: 1.4 ml (18.2 mmol) of dry dimethylformamide were introduced into 50 ml of methylene chloride and, at 0° C. under an inert gas atmosphere, 2.0 ml (28.2 mmol) of oxalyl chloride in 70 ml of methylene chloride were added dropwise. The mixture was stirred at 0° C. for 30 min and then the solvent was removed under reduced pressure. The remaining white salt (highly hygroscopic) was suspended in 120 ml of THF/acetonitrile (1:1) and cooled to -30° C. To this were added dropwise 5.6 g (16 mmol) of 3-[3-(...